describe an organic reaction: reactants, conditions, products, and yield From a dataset of the Open Reaction Database (ORD), a public repository of structured organic reaction records. Reactants: ClC1=CC=C(C=C1)C=CP(OCC)(=O)OCC (Diethyl 2-(4-Chlorophenyl)ethenephosphonate), Br[Si](C)(C)C (bromotrimethylsilane). The product is ClC1=CC=C(C=C1)C=CP(O)(=O)O (2-(4-Chlorophenyl)ethenephosphonic acid), ClC1=CC=C(C=C1)C=CP(OCC)(=O)OCC (Diethyl 2-(4-Chlorophenyl)ethenephosphonate). RXN SMILES: [Cl:1][C:2]1[CH:7]=[CH:6][C:5]([CH:8]=[CH:9][P:10]([O:15][CH2:16][CH3:17])(=[O:14])[O:11][CH2:12][CH3:13])=[CH:4][CH:3]=1.Br[Si](C)(C)C>>[Cl:1][C:2]1[CH:3]=[CH:4][C:5]([CH:8]=[CH:9][P:10]([OH:15])(=[O:11])[OH:14])=[CH:6][CH:7]=1.[Cl:1][C:2]1[CH:3]=[CH:4][C:5]([CH:8]=[CH:9][P:10]([O:11][CH2:12][CH3:13])(=[O:14])[O:15][CH2:16][CH3:17])=[CH:6][CH:7]=1. Procedure: In this Example, the phosphonic acid derivative of diethyl 2-(4-chlorophenyl) ethenephosphonate 5b was prepared via reaction of 5b with bromotrimethylsilane. The reactants are C(C)(=O)C=1C=CC=2CC[C@H]3[C@@H]4CC[C@@H]([C@@]4(C)C[C@H]([C@@H]3C2C1)OC(C(C)(C)C)=O)OC(C(C)(C)C)=O (2-Acetyl-11α, 17β-di(trimethylacetoxy)-estra-1,3,5(10)-triene), ClC1=CC(=CC=C1)C(=O)OO (m-chloroperbenzoic acid), C([O-])(O)=O.[Na+] (sodium bicarbonate). As a reaction SMILES: C([C:4]1[CH:5]=[CH:6][C:7]2[CH2:8][CH2:9][C@@H:10]3[C@@H:19]([C:20]=2[CH:21]=1)[C@H:18]([O:22][C:23](=[O:28])[C:24]([CH3:27])([CH3:26])[CH3:25])[CH2:17][C@@:15]1([CH3:16])[C@H:11]3[CH2:12][CH2:13][C@@H:14]1[O:29][C:30](=[O:35])[C:31]([CH3:34])([CH3:33])[CH3:32])(=O)C.ClC1C=CC=[C:39]([C:43]([O:45]O)=[O:44])C=1.C(=O)(O)[O-].[Na+]>ClCCl>[C:43]([O:45][C:4]1[CH:5]=[CH:6][C:7]2[CH2:8][CH2:9][C@@H:10]3[C@@H:19]([C:20]=2[CH:21]=1)[C@H:18]([O:22][C:23](=[O:28])[C:24]([CH3:26])([CH3:25])[CH3:27])[CH2:17][C@@:15]1([CH3:16])[C@H:11]3[CH2:12][CH2:13][C@@H:14]1[O:29][C:30](=[O:35])[C:31]([CH3:33])([CH3:32])[CH3:34])(=[O:44])[CH3:39] |f:2.3|. Product: C(C)(=O)OC=1C=CC=2CC[C@H]3[C@@H]4CC[C@@H]([C@@]4(C)C[C@H]([C@@H]3C2C1)OC(C(C)(C)C)=O)OC(C(C)(C)C)=O (2-Acetoxy-11α,17β-di(trimethylacetoxy)-estra-1,3,5(10)-triene). Isolated yield 31.5%. The solvent is C(Cl)Cl (methylene chloride), ClCCl (dichloromethane). Procedure details: A solution of the ketone (27) (40 mg. 0.83 mmol) and m-chloroperbenzoic acid (43 mg, 0.248 mmol) in dichloromethane (1 ml) was stirred for four days at room temperature in the dark. Addition of saturated sodium bicarbonate solution was followed by the usual working up procedure with methylene chloride to give a residue which was chromatographed on silica (2 g). Elution with ether-light petroleum (1:20) gave the product (28) (39 mg, 94%), m.p. 143°-146° C. (from ether-light petroleum), νmax 1720 ... Starting materials: O=C([O-])O, CCCCCC(C=CC1C(OC2CCCCO2)CC(O)C1CC(=O)CCCC([Se]c1ccccc1)C(=O)OC)OC1CCCCO1, CCOC(C)=O, [Na+], C1CCOC1, OO. Product: CCCCCC(C=CC1C(OC2CCCCO2)CC(O)C1CC(=O)CCC=CC(=O)OC)OC1CCCCO1. RXN SMILES: [C:47](=[O:48])([OH:49])[O-:50].[CH3:1][O:2][C:3]([CH:4]([CH2:5][CH2:6][CH2:7][C:8]([CH2:9][CH:10]1[CH:11]([OH:37])[CH2:12][CH:13]([O:30][CH:31]2[O:32][CH2:33][CH2:34][CH2:35][CH2:36]2)[CH:14]1[CH:15]=[CH:16][CH:17]([CH2:18][CH2:19][CH2:20][CH2:21][CH3:22])[O:23][CH:24]1[O:25][CH2:26][CH2:27][CH2:28][CH2:29]1)=[O:38])[Se:39][c:40]1[cH:41][cH:42][cH:43][cH:44][cH:45]1)=[O:46].[CH3:54][CH2:55][O:56][C:57](=[O:58])[CH3:59].[Na+:51].[O:60]1[CH2:61][CH2:62][CH2:63][CH2:64]1.[OH:52][OH:53]>>[CH3:1][O:2][C:3]([CH:4]=[CH:5][CH2:6][CH2:7][C:8]([CH2:9][CH:10]1[CH:11]([OH:37])[CH2:12][CH:13]([O:30][CH:31]2[O:32][CH2:33][CH2:34][CH2:35][CH2:36]2)[CH:14]1[CH:15]=[CH:16][CH:17]([CH2:18][CH2:19][CH2:20][CH2:21][CH3:22])[O:23][CH:24]1[O:25][CH2:26][CH2:27][CH2:28][CH2:29]1)=[O:38])=[O:46]. The reactants are CC(C)(C)C(=Cc1ccc(C(=C2CCCC2)c2ccc(O)cc2)cc1)C(=O)[O-], CCOCC, ClCCl, O=C(O)C(F)(F)F. Yields the product O=C(O)C=Cc1ccc(C(=C2CCCC2)c2ccc(O)cc2)cc1. Reaction SMILES: [CH3:1][C:2]([CH3:3])([CH3:4])[C:5]([C:6](=[O:7])[O-:8])=[CH:9][c:10]1[cH:11][cH:12][c:13]([C:16]([c:17]2[cH:18][cH:19][c:20]([OH:23])[cH:21][cH:22]2)=[C:24]2[CH2:25][CH2:26][CH2:27][CH2:28]2)[cH:14][cH:15]1.[CH3:36][CH2:37][O:38][CH2:39][CH3:40].[Cl:41][CH2:42][Cl:43].[OH:29][C:30]([C:31]([F:32])([F:33])[F:34])=[O:35]>>[CH:5]([C:6](=[O:7])[OH:8])=[CH:9][c:10]1[cH:11][cH:12][c:13]([C:16]([c:17]2[cH:18][cH:19][c:20]([OH:23])[cH:21][cH:22]2)=[C:24]2[CH2:25][CH2:26][CH2:27][CH2:28]2)[cH:14][cH:15]1. Reaction conditions: time 1.5 hour. Procedure details: To a solution of N-(8-oxo-4-oxa-1,7-diazatricyclo[9.6.1.012,17]octadeca-11(18),12,14,1 6-tetraen-9(S)-yl)-3(R)-[3-[4-(pyridin-4-yl)phenyl]-1H-pyrrol-1-yl]succinamic acid benzyl ester (185 mg, 0.280 mmol) in EtOAc/EtOH/THF was added in succession 10% palladium on carbon (50 mg) and 88% formic acid (0.1 mL). After 1.5 hours, HOAc (1 mL) was added. After 16 hours, more 10% palladium on carbon (25 mg), 88% formic acid (0.1 mL), and HOAc (1 mL) was added. At 24 hours, more 10% palladium on carbon (25... Solvent: CCOC(=O)C.CCO.C1CCOC1 (EtOAc EtOH THF). Starting materials: C(=O)O (formic acid), CC(=O)O (HOAc), C(C1=CC=CC=C1)OC(C[C@H](C(=O)N[C@@H]1C(NCCOCCN2C3=CC=CC=C3C(C1)=C2)=O)N2C=C(C=C2)C2=CC=C(C=C2)C2=CC=NC=C2)=O (N-(8-oxo-4-oxa-1,7-diazatricyclo[9.6.1.012,17]octadeca-11(18),12,14,1 6-tetraen-9(S)-yl)-3(R)-[3-[4-(pyridin-4-yl)phenyl]-1H-pyrrol-1-yl]succinamic acid benzyl ester), C(=O)O (formic acid), CC(=O)O (HOAc). Reagents/catalysts: [Pd] (palladium on carbon), [Pd] (palladium on carbon), [Pd] (palladium on carbon). Isolated yield 45.9%. RXN SMILES: C([O:8][C:9](=[O:51])[CH2:10][C@@H:11]([N:34]1[CH:38]=[CH:37][C:36]([C:39]2[CH:44]=[CH:43][C:42]([C:45]3[CH:50]=[CH:49][N:48]=[CH:47][CH:46]=3)=[CH:41][CH:40]=2)=[CH:35]1)[C:12]([NH:14][C@H:15]1[CH2:31][C:30]2=[CH:32][N:23]([C:24]3[C:29]2=[CH:28][CH:27]=[CH:26][CH:25]=3)[CH2:22][CH2:21][O:20][CH2:19][CH2:18][NH:17][C:16]1=[O:33])=[O:13])C1C=CC=CC=1.C(O)=O.CC(O)=O>CCOC(C)=O.CCO.C1COCC1.[Pd]>[O:33]=[C:16]1[C@@H:15]([NH:14][C:12](=[O:13])[C@H:11]([N:34]2[CH:38]=[CH:37][C:36]([C:39]3[CH:44]=[CH:43][C:42]([C:45]4[CH:46]=[CH:47][N:48]=[CH:49][CH:50]=4)=[CH:41][CH:40]=3)=[CH:35]2)[CH2:10][C:9]([OH:51])=[O:8])[CH2:31][C:30]2=[CH:32][N:23]([C:24]3[C:29]2=[CH:28][CH:27]=[CH:26][CH:25]=3)[CH2:22][CH2:21][O:20][CH2:19][CH2:18][NH:17]1 |f:3.4.5|. Product: O=C1NCCOCCN2C3=CC=CC=C3C(C[C@@H]1NC([C@@H](CC(=O)O)N1C=C(C=C1)C1=CC=C(C=C1)C1=CC=NC=C1)=O)=C2 (N-(8-oxo-4-oxa-1,7-diazatricyclo[9.6.1.012,17]octadeca-11(18),12,14,16-tetraen-9(S)-yl)-3(R)-[3-[4-(pyridin-4-yl)phenyl]-1H-pyrrol-1-yl]succinamic acid). Starting materials: FC=1C=C(C=C(C1)F)CC(=O)O (3,5-difluorophenylacetic acid), [N+](=O)(O)[O-] (HNO3), ice water. The solvent is OS(=O)(=O)O (H2SO4). Reaction conditions: temperature -10 celsius, time 0.5 hour. Yields the product [N+](=O)([O-])C1=C(C=C(C=C1F)F)CC(=O)O (2-Nitro-3,5-difluorophenyl acetic acid). Reaction SMILES: [F:1][C:2]1[CH:3]=[C:4]([CH2:9][C:10]([OH:12])=[O:11])[CH:5]=[C:6]([F:8])[CH:7]=1.[N+:13]([O-])([OH:15])=[O:14]>OS(O)(=O)=O>[N+:13]([C:3]1[C:2]([F:1])=[CH:7][C:6]([F:8])=[CH:5][C:4]=1[CH2:9][C:10]([OH:12])=[O:11])([O-:15])=[O:14]. Procedure details: A solution of 3,5-difluorophenylacetic acid (20 g, Fluorochem) in c.H2SO4 (150 ml) was stirred at -15° C. and c.HNO3 (75 ml) added dropwise over 1 hour at a temperature of from -5° to -10° C. The mixture was stirred for a further 1/2 hour at -10° C. and then poured into ice-water (1.0 l). The latter was extracted with ether (×3) and the combined extracts washed with water (×2), dried over MgSO4, and evaporated under reduced pressure to give a solid which was crystallised and then recrystallised ... Reactants: C(CCC)N1C(NC(C1=O)=CC1=CC=C(C=C1)C1OC=CO1)=O (3-n-Butyl-5-[4-(1,3-dioxol-2-yl)benzylidene] hydantoin), C1(=CC=C(C=C1)S(=O)(=O)O)C (p-toluene sulphonic acid). Solvent: CC(=O)C (acetone). The product is C(CCC)N1C(NC(C1=O)=CC1=CC=C(C=C1)C=O)=O (3-n-Butyl-5-(4-formylbenzylidene) hydantoin). Reaction SMILES: [CH2:1]([N:5]1[C:9](=[O:10])[C:8](=[CH:11][C:12]2[CH:17]=[CH:16][C:15]([CH:18]3OC=C[O:19]3)=[CH:14][CH:13]=2)[NH:7][C:6]1=[O:23])[CH2:2][CH2:3][CH3:4].C1(C)C=CC(S(O)(=O)=O)=CC=1>CC(C)=O>[CH2:1]([N:5]1[C:9](=[O:10])[C:8](=[CH:11][C:12]2[CH:13]=[CH:14][C:15]([CH:18]=[O:19])=[CH:16][CH:17]=2)[NH:7][C:6]1=[O:23])[CH2:2][CH2:3][CH3:4]. Procedure: 3-n-Butyl-5-[4-(1,3-dioxol-2-yl)benzylidene] hydantoin (2.7 g; 0.0085 mole) was dissolved in acetone (100 ml.) and stirred overnight at room temperature with p-toluene sulphonic acid (0.5 g.). The hazy solution was evaporated in vacuo and the resultant solid suspended in water (100 ml) and neutralised to pH 7 using dilute sodium bicarbonate solution. The residual solid was filtered off, washed with water and dried to give the title compound m.p. 180° C.